From a dataset of the Open Reaction Database (ORD), a public repository of structured organic reaction records. describe an organic reaction: reactants, conditions, products, and yield The reactants are ( I ), [N+](=O)([O-])C1=CC(=CC(=C1)[N+](=O)[O-])[N+](=O)[O-] (1,3,5-trinitrobenzene), [N+](=O)([O-])C=1C=C(N)C=C(C1)[N+](=O)[O-] (3,5-dinitroaniline), NC1=CC(=CC(=C1)[N+](=O)[O-])N (1,3-diamino-5-nitrobenzene), [H][H] (hydrogen). Product: NC1=CC(=CC(=C1)N)N (1,3,5-triaminobenzene). RXN SMILES: [N+:1]([C:4]1[CH:9]=[C:8]([N+:10]([O-])=O)[CH:7]=[C:6]([N+:13]([O-])=O)[CH:5]=1)([O-])=O.[N+](C1C=C(C=C([N+]([O-])=O)C=1)N)([O-])=O.NC1C=C([N+]([O-])=O)C=C(N)C=1.[H][H]>>[NH2:1][C:4]1[CH:9]=[C:8]([NH2:10])[CH:7]=[C:6]([NH2:13])[CH:5]=1. Reported procedure: The compounds of the formula (I) can be synthesized e.g. by hydrogenation of 1,3,5-trinitrobenzene, 3,5-dinitroaniline or 1,3-diamino-5-nitrobenzene with hydrogen and an appropriate metal catalyst in an appropriate organic solvent. The thus obtained 1,3,5-triaminobenzene can be isolated or optionally transferred into the corresponding hydrochloride and can be purified in both forms by recrystallization from an appropriate solvent. It is also possible to use the solution of the crude trisamine or... The reactants are CON=C(C)C(C)=CC(=O)O, CC(Cl)Cl, O=S(Cl)Cl. Product: CON=C(C)C(C)=CC(=O)Cl. As a reaction SMILES: [CH3:1][O:2][N:3]=[C:4]([C:5](=[CH:6][C:7](=[O:8])[OH:9])[CH3:10])[CH3:11].[Cl:16][CH:17]([Cl:18])[CH3:19].[S:12]([Cl:13])([Cl:14])=[O:15]>>[CH3:1][O:2][N:3]=[C:4]([C:5](=[CH:6][C:7](=[O:8])[Cl:14])[CH3:10])[CH3:11].